This data is from the Open Reaction Database (ORD), a public repository of structured organic reaction records. The task is: describe an organic reaction: reactants, conditions, products, and yield Starting materials: Cn1ncnc1-c1cc(Cl)c(Br)s1, CCCC(CCC)c1cc(C)nn2cc(C)nc12, CCOC(C)=O, CN1CCCC1=O, [K+], N#N, CC(=O)[O-], CC(=O)[O-], CC(=O)[O-], [Pd+2]. Yields the product CCCC(CCC)c1cc(C)nn2c(-c3sc(-c4ncnn4C)cc3Cl)c(C)nc12. As a reaction SMILES: [Br:19][c:20]1[c:21]([Cl:31])[cH:22][c:23](-[c:25]2[n:26][cH:27][n:28][n:29]2[CH3:30])[s:24]1.[CH3:1][c:2]1[n:3][c:4]2[n:5]([n:6][c:7]([CH3:17])[cH:8][c:9]2[CH:10]([CH2:11][CH2:12][CH3:13])[CH2:14][CH2:15][CH3:16])[cH:18]1.[CH3:39][CH2:40][O:41][C:42]([CH3:43])=[O:44].[CH3:54][N:55]1[CH2:56][CH2:57][CH2:58][C:59]1=[O:60].[K+:36].[N:37]#[N:38].[O-:32][C:33]([CH3:34])=[O:35].[O-:46][C:47]([CH3:48])=[O:49].[O-:50][C:51]([CH3:52])=[O:53].[Pd+2:45]>>[CH3:1][c:2]1[n:3][c:4]2[n:5]([n:6][c:7]([CH3:17])[cH:8][c:9]2[CH:10]([CH2:11][CH2:12][CH3:13])[CH2:14][CH2:15][CH3:16])[c:18]1-[c:20]1[c:21]([Cl:31])[cH:22][c:23](-[c:25]2[n:26][cH:27][n:28][n:29]2[CH3:30])[s:24]1.